Dataset: the Open Reaction Database (ORD), a public repository of structured organic reaction records. Task: describe an organic reaction: reactants, conditions, products, and yield Yields the product C(C)N(C1=C(C=CC(=C1)OC)[C@H]1CC=2C=CC(=CC2CC1)O)CC1=CC(=C(C=C1)OCCN1CCC(CC1)C)F ((R)-6-{2-{Ethyl{3-fluoro-4-[2-(4-methylpiperidin-1-yl)ethoxy]benzyl}amino}-4-methoxyphenyl}-5,6,7,8-tetrahydronaphthalen-2-ol). Reported procedure: Synthesized from pivalic acid (R)-6-{2-[ethyl(3-fluoro-4-hydroxybenzoyl)amino]-4-methoxyphenyl}-5,6,7,8-tetrahydronaphthalen-2-yl ester (15 mg) and 2-chloro-1-(4-methylpiperidin-1-yl)ethanone (10 mg) according to an analogous synthetic method to Example 404 and purified by LC-MS, the title compound (6.8 mg) was obtained. As a reaction SMILES: [CH2:1]([N:3]([C:29](=O)[C:30]1[CH:35]=[CH:34][C:33]([OH:36])=[C:32]([F:37])[CH:31]=1)[C:4]1[CH:9]=[C:8]([O:10][CH3:11])[CH:7]=[CH:6][C:5]=1[C@@H:12]1[CH2:21][CH2:20][C:19]2[CH:18]=[C:17]([O:22]C(=O)C(C)(C)C)[CH:16]=[CH:15][C:14]=2[CH2:13]1)[CH3:2].Cl[CH2:40][C:41]([N:43]1[CH2:48][CH2:47][CH:46]([CH3:49])[CH2:45][CH2:44]1)=O>>[CH2:1]([N:3]([CH2:29][C:30]1[CH:35]=[CH:34][C:33]([O:36][CH2:40][CH2:41][N:43]2[CH2:48][CH2:47][CH:46]([CH3:49])[CH2:45][CH2:44]2)=[C:32]([F:37])[CH:31]=1)[C:4]1[CH:9]=[C:8]([O:10][CH3:11])[CH:7]=[CH:6][C:5]=1[C@@H:12]1[CH2:21][CH2:20][C:19]2[CH:18]=[C:17]([OH:22])[CH:16]=[CH:15][C:14]=2[CH2:13]1)[CH3:2]. The yield is 43.1%. Reactants: C(C)N(C1=C(C=CC(=C1)OC)[C@H]1CC=2C=CC(=CC2CC1)OC(C(C)(C)C)=O)C(C1=CC(=C(C=C1)O)F)=O (pivalic acid (R)-6-{2-[ethyl(3-fluoro-4-hydroxybenzoyl)amino]-4-methoxyphenyl}-5,6,7,8-tetrahydronaphthalen-2-yl ester), ClCC(=O)N1CCC(CC1)C (2-chloro-1-(4-methylpiperidin-1-yl)ethanone). Reactants: C(CCCCCCCCCC)Br (undecyl bromide), C1(=CC=CC=C1)P(C1=CC=CC=C1)C1=CC=CC=C1 (triphenylphosphine). Solvent: C=1(C(=CC=CC1)C)C (xylene). Product: [Br-].C(CCCCCCCCCC)[P+](C1=CC=CC=C1)(C1=CC=CC=C1)C1=CC=CC=C1 (undecyltriphenylphosphonium bromide). The yield is 64.7%. As a reaction SMILES: [CH2:1]([Br:12])[CH2:2][CH2:3][CH2:4][CH2:5][CH2:6][CH2:7][CH2:8][CH2:9][CH2:10][CH3:11].[C:13]1([P:19]([C:26]2[CH:31]=[CH:30][CH:29]=[CH:28][CH:27]=2)[C:20]2[CH:25]=[CH:24][CH:23]=[CH:22][CH:21]=2)[CH:18]=[CH:17][CH:16]=[CH:15][CH:14]=1>C1(C)C(C)=CC=CC=1>[Br-:12].[CH2:1]([P+:19]([C:20]1[CH:21]=[CH:22][CH:23]=[CH:24][CH:25]=1)([C:26]1[CH:31]=[CH:30][CH:29]=[CH:28][CH:27]=1)[C:13]1[CH:14]=[CH:15][CH:16]=[CH:17][CH:18]=1)[CH2:2][CH2:3][CH2:4][CH2:5][CH2:6][CH2:7][CH2:8][CH2:9][CH2:10][CH3:11] |f:3.4|. Procedure: A mixture of 14.1 g (60 mmol) of undecyl bromide and 15.7 g (60 mmol) of triphenylphosphine was refluxed in xylene for 15 hours, and the xylene was evaporated off. The mixture was added with ether and the supernatant was removed by decantation. This procedure was repeated thrice to obtain 19.3 g of undecyltriphenylphosphonium bromide. The bromide was dissolved in 200 ml of tetrahydrofuran and 20 ml (32 mmol) of a hexane solution (1.6 molar concentration) of 15% n-butyl lithium was added dropwise... Starting materials: C1(=CC=CC=C1)P(CCP(C1=CC=CC=C1)C1=CC=CC=C1)C1=CC=CC=C1 (1.2-bis-diphenylphosphinoethane), C(Br)(Br)(Br)Br (carbon tetrabromide), OCCCN1C(CC2=NC(=CC=C21)OC)=O (1-(3-Hydroxypropyl)-5-methoxy-1,3-dihydro-2H-pyrrolo[3,2-b]pyridin-2-one). Conditions: temperature 0 celsius, time 10 minute. Procedure: Under argon and in an anhydrous medium, 1.50 g (3.76 mmol) of 1.2-bis-diphenylphosphinoethane are added at 0° C. to a solution of 1.25 g (3.76 mmol) of carbon tetrabromide in 20 ml of dichloromethane. After 10 minutes at 0° C., 417 mg (1.88 mmol) of the compound obtained in Step D dissolved in 10 ml of dichloromethane are added to the mixture. The mixture is stirred for 30 minutes at 0° C., and then for 3 hours at room temperature. After hydrolysis of the reaction mixture, the organic phase is d... Yields the product BrCCCN1C(CC2=NC(=CC=C21)OC)=O (1-(3-Bromopropyl)-5-methoxy-1,3-dihydro-2H-pyrrolo[3,2-b]pyridin-2-one). The solvent is ClCCl (dichloromethane), ClCCl (dichloromethane). Reaction SMILES: C1(P(C2C=CC=CC=2)CCP(C2C=CC=CC=2)C2C=CC=CC=2)C=CC=CC=1.[C:29]([Br:33])(Br)(Br)Br.OC[CH2:36][CH2:37][N:38]1[C:46]2[C:41](=[N:42][C:43]([O:47][CH3:48])=[CH:44][CH:45]=2)[CH2:40][C:39]1=[O:49]>ClCCl>[Br:33][CH2:29][CH2:36][CH2:37][N:38]1[C:46]2[C:41](=[N:42][C:43]([O:47][CH3:48])=[CH:44][CH:45]=2)[CH2:40][C:39]1=[O:49]. The reactants are C(C1=CC=CC=C1)(C1=CC=CC=C1)N1CC(C1)COC1=CC(=C(C(=O)NS(=O)(=O)C)C=C1Cl)F (4-((1-benzhydrylazetidin-3-yl)methoxy)-5-chloro-2-fluoro-N-(methylsulfonyl)benzamide), C1(CC1)B(O)O (cyclopropylboronic acid), P(=O)([O-])([O-])[O-].[K+].[K+].[K+] (potassium phosphate), F[B-](F)(F)F.C1(CCCCC1)P(C1CCCCC1)C1CCCCC1 (tricyclohexylphosphine tetrafluoroborate). The reagents and catalysts are C(C)(=O)[O-].[Pd+2].C(C)(=O)[O-] (palladium acetate). Solvent: C1(=CC=CC=C1)C (toluene), O (water). Conditions: temperature 95 celsius. The product is C(C1=CC=CC=C1)(C1=CC=CC=C1)N1CC(C1)COC1=CC(=C(C(=O)NS(=O)(=O)C)C=C1C1CC1)F (4-((1-benzhydrylazetidin-3-yl)methoxy)-5-cyclopropyl-2-fluoro-N-(methylsulfonyl)benzamide). Reaction SMILES: [CH:1]([N:14]1[CH2:17][CH:16]([CH2:18][O:19][C:20]2[C:32](Cl)=[CH:31][C:23]([C:24]([NH:26][S:27]([CH3:30])(=[O:29])=[O:28])=[O:25])=[C:22]([F:34])[CH:21]=2)[CH2:15]1)([C:8]1[CH:13]=[CH:12][CH:11]=[CH:10][CH:9]=1)[C:2]1[CH:7]=[CH:6][CH:5]=[CH:4][CH:3]=1.[CH:35]1(B(O)O)[CH2:37][CH2:36]1.P([O-])([O-])([O-])=O.[K+].[K+].[K+].F[B-](F)(F)F.C1(P(C2CCCCC2)C2CCCCC2)CCCCC1>C1(C)C=CC=CC=1.O.C([O-])(=O)C.[Pd+2].C([O-])(=O)C>[CH:1]([N:14]1[CH2:17][CH:16]([CH2:18][O:19][C:20]2[C:32]([CH:35]3[CH2:37][CH2:36]3)=[CH:31][C:23]([C:24]([NH:26][S:27]([CH3:30])(=[O:29])=[O:28])=[O:25])=[C:22]([F:34])[CH:21]=2)[CH2:15]1)([C:8]1[CH:13]=[CH:12][CH:11]=[CH:10][CH:9]=1)[C:2]1[CH:7]=[CH:6][CH:5]=[CH:4][CH:3]=1 |f:2.3.4.5,6.7,10.11.12|. Procedure: A mixture of product from step 1 (29.1 mg), cyclopropylboronic acid (31.4 mg), potassium phosphate (188 mg), palladium acetate (2.8 mg) and tricyclohexylphosphine tetrafluoroborate (8.8 mg) in toluene (1.2 mL) and water (0.06 mL) was heated at 95° C. for 16 hours. The contents were concentrated. The residue was diluted with EtOAc and washed with 1M NaH2PO4 and brine, and dried (Na2SO4). After filtration and concentration, the crude was purified with HPLC (10.3 mg). LCMS (Method D): RT=5.44 min, ... Starting materials: CC(C(=O)OCC)(C(=C)C1=CC=CC=C1)Cl (ethyl 2-methyl-2-chloro-3-phenyl-3-butenoate), C(C1=CC=CC=C1)N (benzylamine). The product is C(C1=CC=CC=C1)N1C(C(=C(C1)C1=CC=CC=C1)C)=O (N-benzyl-3-methyl-4-phenyl-3-azoline-2-one). Reaction SMILES: [CH3:1][C:2](Cl)([C:8]([C:10]1[CH:15]=[CH:14][CH:13]=[CH:12][CH:11]=1)=[CH2:9])[C:3]([O:5]CC)=O.[CH2:17]([NH2:24])[C:18]1[CH:23]=[CH:22][CH:21]=[CH:20][CH:19]=1>>[CH2:17]([N:24]1[CH2:9][C:8]([C:10]2[CH:11]=[CH:12][CH:13]=[CH:14][CH:15]=2)=[C:2]([CH3:1])[C:3]1=[O:5])[C:18]1[CH:23]=[CH:22][CH:21]=[CH:20][CH:19]=1. Procedure: Generally following the procedures of the preceding examples, ethyl 2-methyl-2-chloro-3-phenyl-3-butenoate (R=phenyl, R1 =methyl) was reacted with benzylamine to yield N-benzyl-3-methyl-4-phenyl-3-azoline-2-one (R=phenyl, R1 =methyl). Reactants: ClC1=CC(=C(N[C@H]2C=C[C@H](C2)CO)C=C1Cl)[N+](=O)[O-] ((±)-cis-[4-(4,5-dichloro-2-nitroanilino)-2-cyclopenten-1-yl]methanol), C(CC)O (n-propanol). Reagents/catalysts: [Ni] (Raney nickel). Reaction conditions: time 2 hour. Product: ClC1=CC2=C(N(C=N2)[C@H]2C[C@H](CC2)CO)C=C1Cl ((±)-cis-3-(5,6-Dichloro-1H-benzimidazol-1-yl)-1-cyclopentanemethanol). The yield is 85.0%. RXN SMILES: [Cl:1][C:2]1[C:15]([Cl:16])=[CH:14][C:5]([NH:6][C@@H:7]2[CH2:11][C@H:10]([CH2:12][OH:13])[CH:9]=[CH:8]2)=[C:4]([N+:17]([O-])=O)[CH:3]=1.[CH2:20](O)CC>[Ni]>[Cl:1][C:2]1[C:15]([Cl:16])=[CH:14][C:5]2[N:6]([C@@H:7]3[CH2:8][CH2:9][C@H:10]([CH2:12][OH:13])[CH2:11]3)[CH:20]=[N:17][C:4]=2[CH:3]=1. Reported procedure: A mixture of (±)-cis-[4-(4,5-dichloro-2-nitroanilino)-2-cyclopenten-1-yl]methanol (5.00 g, 16.5 mmol) and Raney nickel (Aldrich, slurry in water, 500 mg wet) in n-propanol (250 mL) was shaken under hydrogen (50 psi) on a Parr shaker for 2 hours. The catalyst was filtered off, solvent evaporated in vacuo, and the residue dissolved in triethylorthoformate(300 mL)-methanesulfonic acid (200 mg). After 18 hours, the solution was concentrated to a syrup which was dissolved in 1N hydrochloric acid (40 ... The reactants are O=C1N(C(C2=CC=CC=C12)=O)CCN(C(=O)N1[C@@H](C2=CC=CC=C2CC1)C1=CC=C(C=C1)C(F)(F)F)C1=CC=C(C=C1)F ((R)—N-(2-(1,3-dioxoisoindolin-2-yl)ethyl)-N-(4-fluorophenyl)-1-(4-(trifluoromethyl)-phenyl)-3,4-dihydroisoquinoline-2(1H)-carboxamide), NN (hydrazine). Run in CCO (EtOH). Reaction conditions: time 18 hour. Yields the product NCCN(C(=O)N1[C@@H](C2=CC=CC=C2CC1)C1=CC=C(C=C1)C(F)(F)F)C1=CC=C(C=C1)F ((R)—N-(2-aminoethyl)-N-(4-fluorophenyl)-1-(4-(trifluoromethyl)-phenyl)-3,4-dihydroisoquinoline-2(1H)-carboxamide). As a reaction SMILES: O=C1C2C(=CC=CC=2)C(=O)[N:3]1[CH2:12][CH2:13][N:14]([C:37]1[CH:42]=[CH:41][C:40]([F:43])=[CH:39][CH:38]=1)[C:15]([N:17]1[CH2:26][CH2:25][C:24]2[C:19](=[CH:20][CH:21]=[CH:22][CH:23]=2)[C@H:18]1[C:27]1[CH:32]=[CH:31][C:30]([C:33]([F:36])([F:35])[F:34])=[CH:29][CH:28]=1)=[O:16].NN>CCO>[NH2:3][CH2:12][CH2:13][N:14]([C:37]1[CH:38]=[CH:39][C:40]([F:43])=[CH:41][CH:42]=1)[C:15]([N:17]1[CH2:26][CH2:25][C:24]2[C:19](=[CH:20][CH:21]=[CH:22][CH:23]=2)[C@H:18]1[C:27]1[CH:32]=[CH:31][C:30]([C:33]([F:35])([F:34])[F:36])=[CH:29][CH:28]=1)=[O:16]. Reported procedure: To a 50 mL round-bottomed flask was added (R)—N-(2-(1,3-dioxoisoindolin-2-yl)ethyl)-N-(4-fluorophenyl)-1-(4-(trifluoromethyl)phenyl)-3,4-dihydroisoquinoline-2(1H)-carboxamide (16 mg, 27 μmol, from step 4), EtOH (1 mL), hydrazine, anhydrous (3.5 μL, 109 μmol, Aldrich). The solution was stirred at RT for 18 h. The solvent was removed in vacuo and the residue was purified by silica gel chromatography, eluting with 10% MeOH/CH2Cl2+1% ammonia (37% in water) to give (R)—N-(2-aminoethyl)-N-(4-fluorophe...